From a dataset of the Open Reaction Database (ORD), a public repository of structured organic reaction records. describe an organic reaction: reactants, conditions, products, and yield Starting materials: Cl (HCl), C(C)OC(=O)C=1C(=NOC1C)C1=C(C=C(C=C1)F)F (4-Ethoxycarbonyl-5-methyl-3-(2,4-difluorophenyl)isoxazole), [OH-].[Na+] (NaOH), CO (methanol). The solvent is C1CCOC1 (THF). Product: C(=O)(O)C=1C(=NOC1C)C1=C(C=C(C=C1)F)F (4-carboxy-5-methyl-3-(2,4-difluorophenyl)isoxazole). Yield: 104.9%. RXN SMILES: C([O:3][C:4]([C:6]1[C:7]([C:12]2[CH:17]=[CH:16][C:15]([F:18])=[CH:14][C:13]=2[F:19])=[N:8][O:9][C:10]=1[CH3:11])=[O:5])C.[OH-].[Na+].CO.Cl>C1COCC1>[C:4]([C:6]1[C:7]([C:12]2[CH:17]=[CH:16][C:15]([F:18])=[CH:14][C:13]=2[F:19])=[N:8][O:9][C:10]=1[CH3:11])([OH:5])=[O:3] |f:1.2|. Reported procedure: 4-Ethoxycarbonyl-5-methyl-3-(2,4-difluorophenyl)isoxazole (305 mg, 1.14 mmol), 5N NaOH (1.0 ml, 5 mmol), methanol (5 ml), and THF (1 ml) were heated at 50° C. for 16 h. Ice was added and the pH was adjusted to 2-3 with 1N HCl. Extraction with EtOAc followed by washing (brine), drying (Na2SO4), filtering, and concentration gave the crude 4-carboxy-5-methyl-3-(2,4-difluorophenyl)isoxazole (286 mg, 99%) which was used without further purification. Reactants: FC(S(=O)(=O)OC1=NN(C2=C1C(=NC=C2)OC)C2CCCC2)(F)F (1-cyclopentyl-4-methoxy-1H-pyrazolo[4,3-c]pyridin-3-yl trifluoromethanesulfonate), CC1(OB(OC1(C)C)C=1C=C(C=CC1)S(=O)(=O)N)C (3-(4,4,5,5-tetramethyl-1,3,2-dioxaborolan-2-yl)benzenesulfonamide), C([O-])([O-])=O.[Na+].[Na+] (sodium carbonate), O (water). Reagents/catalysts: C=1C=CC(=CC1)[P](C=2C=CC=CC2)(C=3C=CC=CC3)[Pd]([P](C=4C=CC=CC4)(C=5C=CC=CC5)C=6C=CC=CC6)([P](C=7C=CC=CC7)(C=8C=CC=CC8)C=9C=CC=CC9)[P](C=1C=CC=CC1)(C=1C=CC=CC1)C=1C=CC=CC1 (tetrakis(triphenylphosphine)palladium(0)). Run in COCCOC (DME). The product is C1(CCCC1)N1N=C(C=2C(=NC=CC21)OC)C=2C=C(C=CC2)S(=O)(=O)N (3-(1-cyclopentyl-4-methoxy-1H-pyrazolo[4,3-c]pyridin-3-yl)benzenesulfonamide). Isolated yield 43.8%. As a reaction SMILES: FC(F)(F)S(O[C:7]1[C:11]2[C:12]([O:16][CH3:17])=[N:13][CH:14]=[CH:15][C:10]=2[N:9]([CH:18]2[CH2:22][CH2:21][CH2:20][CH2:19]2)[N:8]=1)(=O)=O.CC1(C)C(C)(C)OB([C:33]2[CH:34]=[C:35]([S:39]([NH2:42])(=[O:41])=[O:40])[CH:36]=[CH:37][CH:38]=2)O1.C(=O)([O-])[O-].[Na+].[Na+].O>COCCOC.C1C=CC([P]([Pd]([P](C2C=CC=CC=2)(C2C=CC=CC=2)C2C=CC=CC=2)([P](C2C=CC=CC=2)(C2C=CC=CC=2)C2C=CC=CC=2)[P](C2C=CC=CC=2)(C2C=CC=CC=2)C2C=CC=CC=2)(C2C=CC=CC=2)C2C=CC=CC=2)=CC=1>[CH:18]1([N:9]2[C:10]3[CH:15]=[CH:14][N:13]=[C:12]([O:16][CH3:17])[C:11]=3[C:7]([C:33]3[CH:34]=[C:35]([S:39]([NH2:42])(=[O:41])=[O:40])[CH:36]=[CH:37][CH:38]=3)=[N:8]2)[CH2:19][CH2:20][CH2:21][CH2:22]1 |f:2.3.4,^1:60,62,81,100|. Procedure details: A solution of 1-cyclopentyl-4-methoxy-1H-pyrazolo[4,3-c]pyridin-3-yl trifluoromethanesulfonate (80.0 mg) obtained in Step C of Example 12, 3-(4,4,5,5-tetramethyl-1,3,2-dioxaborolan-2-yl)benzenesulfonamide (93.0 mg), tetrakis(triphenylphosphine)palladium(0) (25.3 mg) and 2M aqueous sodium carbonate solution (0.550 mL) in DME (10 mL) was heated overnight with reflux under nitrogen atmosphere. To the reaction mixture was added water, and the mixture was extracted with ethyl acetate. The organic lay... The reactants are FC(C(=O)OC(C(F)(F)F)=O)(F)F (trifluoroacetic anhydride), CS(=O)CC(CCCCCCCCCCCCCCC)=O (1-methylsulphinylheptadecan-2-one), [I-].[Na+] (sodium iodide). Solvent: CC(=O)C (acetone), CC(=O)C (acetone). Conditions: time 10 minute. Yields the product CSCC(CCCCCCCCCCCCCCC)=O (1-methylthioheptadecan-2-one). The yield is 86.7%. RXN SMILES: FC(F)(F)C(OC(=O)C(F)(F)F)=O.[CH3:14][S:15]([CH2:17][C:18](=[O:34])[CH2:19][CH2:20][CH2:21][CH2:22][CH2:23][CH2:24][CH2:25][CH2:26][CH2:27][CH2:28][CH2:29][CH2:30][CH2:31][CH2:32][CH3:33])=O.[I-].[Na+]>CC(C)=O>[CH3:14][S:15][CH2:17][C:18](=[O:34])[CH2:19][CH2:20][CH2:21][CH2:22][CH2:23][CH2:24][CH2:25][CH2:26][CH2:27][CH2:28][CH2:29][CH2:30][CH2:31][CH2:32][CH3:33] |f:2.3|. Procedure: A solution of trifluoroacetic anhydride (1.68 g) in acetone (5 ml) was added to a stirred mixture of 1-methylsulphinylheptadecan-2-one (1.58 g) and sodium iodide (1.8 g) in acetone (10 ml) cooled in an ice bath. The mixture was stirred for a further 10 minutes and then evaporated. Water (50 ml) was added to the residue and the mixture was extracted with diethyl ether (2×40 ml). The ether extract was washed with a solution of sodium thiosulphate (3 g) in water (50 ml), dried over magnesium sulpha... Reactants: [Al+3], C1CCOC1, [H-], [H-], [H-], [H-], [Li+], NC(=O)C(CO)c1cnc(NC(=O)Nc2cccc(C(F)(F)F)c2)s1. Yields the product NCC(CO)c1cnc(NC(=O)Nc2cccc(C(F)(F)F)c2)s1. RXN SMILES: [Al+3:27].[CH2:32]1[O:33][CH2:34][CH2:35][CH2:36]1.[H-:26].[H-:29].[H-:30].[H-:31].[Li+:28].[OH:1][CH2:2][CH:3]([C:4](=[O:5])[NH2:6])[c:7]1[cH:8][n:9][c:10]([NH:12][C:13](=[O:14])[NH:15][c:16]2[cH:17][c:18]([C:22]([F:23])([F:24])[F:25])[cH:19][cH:20][cH:21]2)[s:11]1>>[OH:1][CH2:2][CH:3]([CH2:4][NH2:6])[c:7]1[cH:8][n:9][c:10]([NH:12][C:13](=[O:14])[NH:15][c:16]2[cH:17][c:18]([C:22]([F:23])([F:24])[F:25])[cH:19][cH:20][cH:21]2)[s:11]1. The reactants are [H-].[Al+3].[Li+].[H-].[H-].[H-] (lithium aluminium hydride), OC1=CC=C(C=C(C)C=2C=C3C(C(C(C3=CC2)(C)C)=O)(C)C)C=C1 (5-(p-hydroxy-α-methylstyryl)1,1,3,3-tetramethyl-2-indanone), Cl (hydrochloric acid). The solvent is O1CCCC1 (tetrahydrofuran), O1CCCC1 (tetrahydrofuran). Conditions: time 2 hour. The product is OC1=CC=C(C=C(C)C=2C=C3C(C(C(C3=CC2)(C)C)O)(C)C)C=C1 (5-(p-hydroxy-α-methylstyryl)-1,1,3,3-tetramethyl-2-indanol). The yield is 49.7%. As a reaction SMILES: [OH:1][C:2]1[CH:24]=[CH:23][C:5]([CH:6]=[C:7]([C:9]2[CH:10]=[C:11]3[C:15](=[CH:16][CH:17]=2)[C:14]([CH3:19])([CH3:18])[C:13](=[O:20])[C:12]3([CH3:22])[CH3:21])[CH3:8])=[CH:4][CH:3]=1.[H-].[Al+3].[Li+].[H-].[H-].[H-].Cl>O1CCCC1>[OH:1][C:2]1[CH:3]=[CH:4][C:5]([CH:6]=[C:7]([C:9]2[CH:10]=[C:11]3[C:15](=[CH:16][CH:17]=2)[C:14]([CH3:18])([CH3:19])[CH:13]([OH:20])[C:12]3([CH3:22])[CH3:21])[CH3:8])=[CH:23][CH:24]=1 |f:1.2.3.4.5.6|. Reported procedure: A solution of 1 g of 5-(p-hydroxy-α-methylstyryl)1,1,3,3-tetramethyl-2-indanone in 10 ml of tetrahydrofuran is added dropwise while cooling with ice to a suspension of 100 mg of lithium aluminium hydride in 5 ml of tetrahydrofuran and the mixture is subsequently left to stir at room temperature for 2 hours. After the dropwise addition of 50 ml of 2N hydrochloric acid at 0° the mixture is extracted with ethyl acetate and the organic phase is washed with water, dried and evaporated. After filtrati... Reactants: C1=C(C=CC=2C3=CC=CC=C3CC12)C=O (fluorene-2-carboxaldehyde), final mixture, [Br-].C1(=CC=CC=C1)C(C1=CC=CC=C1)(C1=CC=CC=C1)[PH3+] (Triphenylmethyl phosphonium bromide), solution, C(CCC)[Li] (n-butyl lithium). Run in C1CCOC1 (THF), CCCCCC (hexane), C1CCOC1 (THF), CCCCCC (hexane). Reaction conditions: time 2 hour. Product: C(=C)C1=CC=2CC3=CC=CC=C3C2C=C1 (2-vinylfluorene). As a reaction SMILES: [Br-].[C:2]1([C:8]([PH3+])([C:15]2C=CC=[CH:17][CH:16]=2)[C:9]2[CH:14]=CC=C[CH:10]=2)[CH:7]=[CH:6][CH:5]=[CH:4][CH:3]=1.[CH2:22]([Li])[CH2:23]CC.C1C2CC3C(=CC=CC=3)C=2C=CC=1C=O>C1COCC1.CCCCCC>[CH:22]([C:17]1[CH:16]=[CH:15][C:8]2[C:2]3[C:3](=[CH:4][CH:5]=[CH:6][CH:7]=3)[CH2:14][C:9]=2[CH:10]=1)=[CH2:23] |f:0.1|. Procedure details: Triphenylmethyl phosphonium bromide (36 gms/0.1 mole) in 500 milliliters of dry THF is treated under nitrogen with 90 milliliters of a 1.1 molar solution of n-butyl lithium in hexane and stirred for 2 hours. A solution of 19.4 gms. (0.1 mole) of fluorene-2-carboxaldehyde in 100 milliliters of THF is added dropwise and the final mixture refluxed for 1 1/2 hours. One liter of hexane is added to the cold solution and the precipitate filtered off. The filtrate is evaporated and the residue chromatog... The reactants are CC(N)c1cccc(Br)c1, C1CCOC1, CCN(C(C)C)C(C)C, O=[N+]([O-])c1ccc(S(=O)(=O)Cl)c([N+](=O)[O-])c1. Yields the product CC(NS(=O)(=O)c1ccc([N+](=O)[O-])cc1[N+](=O)[O-])c1cccc(Br)c1. Reaction SMILES: [Br:1][c:2]1[cH:3][c:4]([CH:5]([CH3:6])[NH2:7])[cH:8][cH:9][cH:10]1.[CH2:36]1[O:37][CH2:38][CH2:39][CH2:40]1.[CH:27]([N:28]([CH2:29][CH3:30])[CH:31]([CH3:32])[CH3:33])([CH3:34])[CH3:35].[N+:11](=[O:12])([O-:13])[c:14]1[c:15]([S:23](=[O:24])(=[O:25])[Cl:26])[cH:16][cH:17][c:18]([N+:20](=[O:21])[O-:22])[cH:19]1>>[Br:1][c:2]1[cH:3][c:4]([CH:5]([CH3:6])[NH:7][S:23]([c:15]2[c:14]([N+:11](=[O:12])[O-:13])[cH:19][c:18]([N+:20](=[O:21])[O-:22])[cH:17][cH:16]2)(=[O:24])=[O:25])[cH:8][cH:9][cH:10]1.